Dataset: the Open Reaction Database (ORD), a public repository of structured organic reaction records. Task: describe an organic reaction: reactants, conditions, products, and yield The reactants are BrC=1C=C(C(=C(C1)C(C(C1=CC=C(C=C1)Cl)C(CCC)C1=CC=C(C(=O)NCCC(=O)OC(C)(C)C)C=C1)=O)F)F (tert-Butyl N-(4-{1-[2-(5-bromo-2,3-difluorophenyl)-1-(4-chlorophenyl)-2-oxoethyl]butyl}benzoyl)-β-alaninate), O.NN (hydrazine hydrate), ketone. Run in CS(=O)C (DMSO). Product: ClC1=CC=C(C=C1)C(C(CCC)C1=CC=C(C(=O)NCCC(=O)O)C=C1)C1=NNC2=C(C=C(C=C12)C1=CC=C(C=C1)C)F (N-[4-(1-{(4-Chlorophenyl)[7-Fluoro-5-(4-Methylphenyl)-1H-Indazol-3-Yl]Methyl}Butyl)Benzoyl]-β-Alanine). As a reaction SMILES: Br[C:2]1[CH:3]=[C:4]([F:41])[C:5](F)=[C:6]([C:8](=O)[CH:9]([CH:17]([C:21]2[CH:38]=[CH:37][C:24]([C:25]([NH:27][CH2:28][CH2:29][C:30]([O:32]C(C)(C)C)=[O:31])=[O:26])=[CH:23][CH:22]=2)[CH2:18][CH2:19][CH3:20])[C:10]2[CH:15]=[CH:14][C:13]([Cl:16])=[CH:12][CH:11]=2)[CH:7]=1.O.[NH2:43][NH2:44]>CS(C)=O>[Cl:16][C:13]1[CH:12]=[CH:11][C:10]([CH:9]([C:8]2[C:6]3[C:5](=[C:4]([F:41])[CH:3]=[C:2]([C:3]4[CH:2]=[CH:7][C:6]([CH3:8])=[CH:5][CH:4]=4)[CH:7]=3)[NH:44][N:43]=2)[CH:17]([C:21]2[CH:38]=[CH:37][C:24]([C:25]([NH:27][CH2:28][CH2:29][C:30]([OH:32])=[O:31])=[O:26])=[CH:23][CH:22]=2)[CH2:18][CH2:19][CH3:20])=[CH:15][CH:14]=1 |f:1.2|. Reported procedure: To a solution of the product of Step F (600 mg, 0.925 mmol) in DMSO (10 mL) was added hydrazine hydrate (60 wt %, 2.0 mL, 24 mmol). The mixture was stirred at room temperature until all starting ketone had been consumed by LC-MS analysis. The mixture was diluted with ethyl acetate then washed with saturated NaCl (aq). The organic layer was dried over sodium sulfate, filtered, then concentrated. The resulting residue was purified by silica gel chromatography eluting with 0-50% EtOAc/hexanes to af... Starting materials: ClC1=NC2=CC=CC=C2C(=N1)N1CC2=CC=CC=C2CC1 (2-Chloro-4-(1,2,3,4-Tetrahydroisoquinoline-2-Yl) Quinazoline), CNC1=CC=CC=C1 (N-methylaniline). The solvent is CN(C=O)C (dimethylformamide). Yields the product Cl.CN(C1=NC2=CC=CC=C2C(=N1)N1CC2=CC=CC=C2CC1)C1=CC=CC=C1 (2-(N-Methylphenylamino)-4-(1,2,3,4-Tetrahydroisoquinoline-2-Yl)Quinazoline Hydrochloride). Yield: 42.0%. As a reaction SMILES: [Cl:1][C:2]1[N:11]=[C:10]([N:12]2[CH2:21][CH2:20][C:19]3[C:14](=[CH:15][CH:16]=[CH:17][CH:18]=3)[CH2:13]2)[C:9]2[C:4](=[CH:5][CH:6]=[CH:7][CH:8]=2)[N:3]=1.[CH3:22][NH:23][C:24]1[CH:29]=[CH:28][CH:27]=[CH:26][CH:25]=1>CN(C)C=O>[ClH:1].[CH3:22][N:23]([C:24]1[CH:29]=[CH:28][CH:27]=[CH:26][CH:25]=1)[C:2]1[N:11]=[C:10]([N:12]2[CH2:21][CH2:20][C:19]3[C:14](=[CH:15][CH:16]=[CH:17][CH:18]=3)[CH2:13]2)[C:9]2[C:4](=[CH:5][CH:6]=[CH:7][CH:8]=2)[N:3]=1 |f:3.4|. Procedure: In accordance with the same procedures as in Example 18, except that to a mixture of 0.9 g of the compound(3 mM) prepared in Example 1 and 15 ml of dimethylformamide, 0.4 ml of N-methylaniline(3.6 mM) was added, 0.51 g of the title compound was prepared.